Task: describe an organic reaction: reactants, conditions, products, and yield. Dataset: the Open Reaction Database (ORD), a public repository of structured organic reaction records The reactants are C(C)(C)(C)OC(=O)N1CC2(C(CN2C(=O)OCC2=CC=CC=C2)(F)F)CC1 (3,3-difluoro-1,6-diazaspiro[3,4]octane-1,6-dicarboxylic acid 1-benzyl ester 6-tert-butyl ester). The reagents and catalysts are [C].[Pd] (palladium carbon). Run in CO.O1CCCC1 (methanol tetrahydrofuran). Conditions: time 14 hour. The product is C(C)(C)(C)OC(=O)N1CC2(C(CN2)(F)F)CC1 (3,3-difluoro-1,6-diazaspiro[3,4]octane-6-carboxylic acid tert-butyl ester). Yield: 81.9%. RXN SMILES: [C:1]([O:5][C:6]([N:8]1[CH2:27][CH2:26][C:10]2([N:13](C(OCC3C=CC=CC=3)=O)[CH2:12][C:11]2([F:25])[F:24])[CH2:9]1)=[O:7])([CH3:4])([CH3:3])[CH3:2]>CO.O1CCCC1.[C].[Pd]>[C:1]([O:5][C:6]([N:8]1[CH2:27][CH2:26][C:10]2([NH:13][CH2:12][C:11]2([F:24])[F:25])[CH2:9]1)=[O:7])([CH3:4])([CH3:2])[CH3:3] |f:1.2,3.4|. Reported procedure: To a solution of an optically-active compound of 3,3-difluoro-1,6-diazaspiro[3,4]octane-1,6-dicarboxylic acid 1-benzyl ester 6-tert-butyl ester (397 mg) in methanol/tetrahydrofuran (3.2 ml/3.2 ml) was added 10% palladium carbon (79 mg), and the mixture was hydrogenated at room temperature under ordinary pressure for 14 hours. The mixture was filtered through Celite, and the filtrate was concentrated under reduced pressure. The resulting residue was purified by silica gel column chromatography (e... Reactants: OC(CCC)P(OCC)(OCC)=O (diethyl α-hydroxybutylphosphonate), vanadyl(IV), C/C(=C/C(=O)C)/[O-] (acetylacetonate), C(C)(C)(C)OO (tert-butylhydroperoxide). Run in ClC1=CC=CC=C1 (chlorobenzene). Reaction conditions: time 4 day. Product: C(CCC)(=O)P(OCC)(OCC)=O (diethyl butyrylphosphonate). Reaction SMILES: [OH:1][CH:2]([P:6](=[O:13])([O:10][CH2:11][CH3:12])[O:7][CH2:8][CH3:9])[CH2:3][CH2:4][CH3:5].C/C(/[O-])=C/C(C)=O.C(OO)(C)(C)C>ClC1C=CC=CC=1>[C:2]([P:6](=[O:13])([O:7][CH2:8][CH3:9])[O:10][CH2:11][CH3:12])(=[O:1])[CH2:3][CH2:4][CH3:5]. Procedure: To 16.2 g (77 mmol) of diethyl α-hydroxybutylphosphonate and 0.4 g (1.5 mmol) of vanadyl(IV) bis-acetylacetonate in 100 g of chlorobenzene there were added 30.4 g (0.24 mol) of 70 wt % strength aqueous tert-butylhydroperoxide and the mixture was stirred for 4 days. The solvent was removed in vacuo. Yield (in the residue ): 25% The reactants are C1=CC=CC=2C3=CC=CC=C3C(C12)COC(=O)NC1=CC=C2C=CC(=CC2=C1)C(=O)NC=1C=C(C(=O)OC)C=CC1 (methyl 3-({7-[(fluoren-9-ylmethoxy)carbonylamino]-2-naphthyl}carbonylamino)benzoate), ClCCl (dichloromethane), N1CCCCC1 (piperidine). Solvent: C1CCOC1 (THF). Conditions: time 3 hour. Yields the product NC1=CC=C2C=CC(=CC2=C1)C(=O)NC=1C=C(C(=O)OC)C=CC1 (methyl 3-[(7-amino-2-naphthyl)carbonylamino]benzoate). RXN SMILES: C1C2C(COC([NH:18][C:19]3[CH:28]=[C:27]4[C:22]([CH:23]=[CH:24][C:25]([C:29]([NH:31][C:32]5[CH:33]=[C:34]([CH:39]=[CH:40][CH:41]=5)[C:35]([O:37][CH3:38])=[O:36])=[O:30])=[CH:26]4)=[CH:21][CH:20]=3)=O)C3C(=CC=CC=3)C=2C=CC=1.ClCCl.N1CCCCC1>C1COCC1>[NH2:18][C:19]1[CH:28]=[C:27]2[C:22]([CH:23]=[CH:24][C:25]([C:29]([NH:31][C:32]3[CH:33]=[C:34]([CH:39]=[CH:40][CH:41]=3)[C:35]([O:37][CH3:38])=[O:36])=[O:30])=[CH:26]2)=[CH:21][CH:20]=1. Procedure: To 380 mg (0.70 mmol) of compound 109 was added 30 mL of dichloromethane, 3 mL of THF and 1 mL of piperidine. The resulting clear solution was allowed to stir for 3 hours. Then, the reaction was extracted with ethyl acetate and 1N HCl (aqueous). The dried organic layer (magnesium sulfate) was filtered and the volatiles removed in vacuo. The resulting residue was dissolved in dichloromethane and 3 mL of 1 N HCl in diethyl ether and 50 mL of diethyl ether were added to form a precipitate that was ... Starting materials: CCCCCC (hexane), BrC1=CC=C2C(CC(C2=C1)=O)(C)C (6-Bromo-3,3-dimethyl-indan-1-one), C(=C)C1=CC=C(C(=O)OC)C=C1 (methyl 4-vinylbenzoate), C([O-])(O)=O.[Na+] (sodium bicarbonate). The reagents and catalysts are O.[Cl-].C(CCC)[N+](CCCC)(CCCC)CCCC (tetrabutylammonium chloride hydrate), C(C)(=O)[O-].[Pd+2].C(C)(=O)[O-] (palladium acetate). Solvent: CCOC(=O)C (EtOAc), C(Cl)Cl (CH2Cl2), CN(C=O)C (N,N-dimethylformamide), O (water). The product is CC1(CC(C2=CC(=CC=C12)C=CC1=CC=C(C(=O)OC)C=C1)=O)C (Methyl 4-[2-(1,1-dimethyl-3-oxo-indan-5-yl)vinyl]benzoate). Isolated yield 69.6%. As a reaction SMILES: Br[C:2]1[CH:10]=[C:9]2[C:5]([C:6]([CH3:13])([CH3:12])[CH2:7][C:8]2=[O:11])=[CH:4][CH:3]=1.[CH:14]([C:16]1[CH:25]=[CH:24][C:19]([C:20]([O:22][CH3:23])=[O:21])=[CH:18][CH:17]=1)=[CH2:15].C(=O)(O)[O-].[Na+].CCCCCC>O.[Cl-].C([N+](CCCC)(CCCC)CCCC)CCC.CN(C)C=O.O.C([O-])(=O)C.[Pd+2].C([O-])(=O)C.CCOC(C)=O.C(Cl)Cl>[CH3:12][C:6]1([CH3:13])[C:5]2[C:9](=[CH:10][C:2]([CH:15]=[CH:14][C:16]3[CH:25]=[CH:24][C:19]([C:20]([O:22][CH3:23])=[O:21])=[CH:18][CH:17]=3)=[CH:3][CH:4]=2)[C:8](=[O:11])[CH2:7]1 |f:2.3,5.6.7,10.11.12|. Procedure details: 6-Bromo-3,3-dimethyl-indan-1-one (1.20 g, 5.02 mmol), methyl 4-vinylbenzoate (1.63 g, 10.0 mmol), palladium acetate (56 mg, 0.25 mmol), tetrabutylammonium chloride hydrate (1.53 g, 5.52 mmol ), and sodium bicarbonate (1.05 g, 12.6 mmol) were stirred in 10 mL of anhydrous N,N-dimethylformamide at 80°-100° C. for 8 hours. The mixture was diluted with water (100 mL), extracted with methylene chloride (50 mL×3). The combined extracts were dried over magnesium sulfate and evaporated. The residue was ...